This data is from the Open Reaction Database (ORD), a public repository of structured organic reaction records. The task is: describe an organic reaction: reactants, conditions, products, and yield Reactants: CC1CN(CC(O1)C)C1=C(C=O)C=C(C(=C1F)F)B1OC(C(O1)(C)C)(C)C (2-(2,6-Dimethyl-morpholin-4-yl)-3,4-difluoro-5-(4,4,5,5-tetramethyl-[1,3,2]dioxaborolan-2-yl)-benzaldehyde), C([O-])([O-])=O.[Na+].[Na+] (sodium carbonate), C(C)#N.O (acetonitrile water), mixture, BrC1=NC=C(N=C1)I (2-bromo-5-iodo-pyrazine), Bis-(triphenylphosphine) dichloro-palladium-(II). Reaction conditions: temperature 55 celsius. The yield is 64.5%. RXN SMILES: [CH3:1][CH:2]1[O:7][CH:6]([CH3:8])[CH2:5][N:4]([C:9]2[C:16]([F:17])=[C:15]([F:18])[C:14](B3OC(C)(C)C(C)(C)O3)=[CH:13][C:10]=2[CH:11]=[O:12])[CH2:3]1.C(=O)([O-])[O-].[Na+].[Na+].C(#N)C.O.[Br:38][C:39]1[CH:44]=[N:43][C:42](I)=[CH:41][N:40]=1>CCOC(C)=O.O>[Br:38][C:39]1[N:40]=[CH:41][C:42]([C:14]2[C:15]([F:18])=[C:16]([F:17])[C:9]([N:4]3[CH2:5][CH:6]([CH3:8])[O:7][CH:2]([CH3:1])[CH2:3]3)=[C:10]([CH:13]=2)[CH:11]=[O:12])=[N:43][CH:44]=1 |f:1.2.3,4.5|. Run in CCOC(=O)C (EtOAc), O (water). The product is BrC=1N=CC(=NC1)C=1C(=C(C(=C(C=O)C1)N1CC(OC(C1)C)C)F)F (5-(5-Bromo-pyrazin-2-yl)-2-(2,6-dimethyl-morpholin-4-yl)-3,4-difluoro-benzaldehyde). Reported procedure: To a suspension of 2-(2,6-Dimethyl-morpholin-4-yl)-3,4-difluoro-5-(4,4,5,5-tetramethyl-[1,3,2]dioxaborolan-2-yl)-benzaldehyde (Example 22, step 2) (1.5 g, 3.9 mmol) and sodium carbonate (1.1 g, 11 mmol) in previously degassed acetonitrile/water (1/1) mixture (4 mL) was added 2-bromo-5-iodo-pyrazine (1.0 g, 3.5 mmol) under nitrogen. Bis-(triphenylphosphine)-dichloro-palladium-(II) (0.099 g, 0.14 mmol) was added at room temperature and the reaction was heated overnight at 55° C. The mixture was co... Reactants: COc2ccc1ccccc1c2 (substrate), Cc1ccccc1B2OCC(C)(C)CO2 (effective_coupling_partner). Reagents/catalysts: PCy3. Reaction conditions: temperature 120 celsius, time 12 hour. Yields the product c3cc(C)c(c1ccc2ccccc2c1)cc3. Reactants: CCOC(=O)COc1c(C(=O)OC)sc(-c2cccc(OC3CCNCC3)c2)c1Br, ClCCl, O=C=Nc1ccccc1, c1ccncc1. Yields the product CCOC(=O)COc1c(C(=O)OC)sc(-c2cccc(OC3CCN(C(=O)Nc4ccccc4)CC3)c2)c1Br. Reaction SMILES: [CH3:1][O:2][C:3](=[O:4])[c:5]1[s:6][c:7](-[c:18]2[cH:19][c:20]([O:24][CH:25]3[CH2:26][CH2:27][NH:28][CH2:29][CH2:30]3)[cH:21][cH:22][cH:23]2)[c:8]([Br:17])[c:9]1[O:10][CH2:11][C:12](=[O:13])[O:14][CH2:15][CH3:16].[Cl:40][CH2:41][Cl:42].[O:31]=[C:32]=[N:33][c:34]1[cH:35][cH:36][cH:37][cH:38][cH:39]1.[cH:43]1[cH:44][cH:45][n:46][cH:47][cH:48]1>>[CH3:1][O:2][C:3](=[O:4])[c:5]1[s:6][c:7](-[c:18]2[cH:19][c:20]([O:24][CH:25]3[CH2:26][CH2:27][N:28]([C:32](=[O:31])[NH:33][c:34]4[cH:35][cH:36][cH:37][cH:38][cH:39]4)[CH2:29][CH2:30]3)[cH:21][cH:22][cH:23]2)[c:8]([Br:17])[c:9]1[O:10][CH2:11][C:12](=[O:13])[O:14][CH2:15][CH3:16]. Reactants: CC(=O)O, COc1cc(F)c(C=O)cc1OC1CCCC1, [O-][Cl+][O-], NS(=O)(=O)O, [Na+], O. Product: COc1cc(F)c(C(=O)O)cc1OC1CCCC1. RXN SMILES: [CH3:27][C:28](=[O:29])[OH:30].[CH:1]1([O:6][c:7]2[cH:8][c:9]([CH:10]=[O:11])[c:12]([F:17])[cH:13][c:14]2[O:15][CH3:16])[CH2:2][CH2:3][CH2:4][CH2:5]1.[Cl+:23]([O-:24])[O-:25].[NH2:18][S:19]([OH:20])(=[O:21])=[O:22].[Na+:26].[OH2:31]>>[CH:1]1([O:6][c:7]2[cH:8][c:9]([C:10](=[O:11])[OH:20])[c:12]([F:17])[cH:13][c:14]2[O:15][CH3:16])[CH2:2][CH2:3][CH2:4][CH2:5]1. Reaction SMILES: [H-].[Al+3].[Li+].[H-].[H-].[H-].[F:7][C@H:8]([CH2:17][C@H:18]([CH3:23])[CH2:19][CH2:20][CH2:21][CH3:22])[CH2:9][C:10](OC(C)(C)C)=[O:11].O.[OH-].[Na+]>C1COCC1>[F:7][C@H:8]([CH2:17][C@H:18]([CH3:23])[CH2:19][CH2:20][CH2:21][CH3:22])[CH2:9][CH2:10][OH:11] |f:0.1.2.3.4.5,8.9|. Yields the product F[C@@H](CCO)C[C@@H](CCCC)C ((3R,5R)-3-Fluoro-5-methylnonanol). Solvent: C1CCOC1 (THF), C1CCOC1 (THF), C1CCOC1 (THF). The reactants are F[C@@H](CC(=O)OC(C)(C)C)C[C@@H](CCCC)C (t-butyl (3R,5R)-3-fluoro-5-methylnonanoate), O (water), [OH-].[Na+] (sodium hydroxide), [H-].[Al+3].[Li+].[H-].[H-].[H-] (lithium aluminum hydride). Procedure details: In a 100 ml flask were charged dried THF and 0.7 g of lithium aluminum hydride in a nitrogen stream, followed by cooling to 10° C. or less. A solution of 4.2 g of t-butyl (3R,5R)-3-fluoro-5-methylnonanoate obtained in Step 7 in 13 ml of dried THF was added thereto over 30 minutes, and the resulting mixture was allowed to react at 30 to 35° C. for 1.5 hours. After cooling to 5° C., a mixture of 0.7 ml of water and 2 ml of THF was added thereto over 30 minutes, and 1.5 ml of a 4% sodium hydroxide ... Run at temperature 5 celsius, time 30 minute. The yield is 96.5%. Starting materials: [H-].[Na+] (Sodium hydride), CC1=C(C(N(CO1)C(C(C(C(=O)OCC)C)=O)(C)C)=O)C1=CC=CC=C1 (ethyl 4-(2,3-dihydro-6-methyl-4-oxo-5-phenyl-4H-1,3-oxazin-3-yl)-2,4-dimethyl-3-oxo-pentanoate), CCOCC (Ether). The solvent is CN(C=O)C (N,N-dimethylformamide). Run at time 16 hour. Product: CC1=C(C(N(CO1)C(C(C(C(=O)OCC)(C)C)=O)(C)C)=O)C1=CC=CC=C1 (ethyl 4-(2,3-dihydro-6-methyl-4-oxo-5-phenyl-4H-1,3-oxazin-3-yl)-2,2,4-trimethyl-3-oxo-pentanoate). Reaction SMILES: [H-].[Na+].[CH3:3][C:4]1[O:9][CH2:8][N:7]([C:10]([CH3:21])([CH3:20])[C:11](=[O:19])[CH:12]([CH3:18])[C:13]([O:15][CH2:16][CH3:17])=[O:14])[C:6](=[O:22])[C:5]=1[C:23]1[CH:28]=[CH:27][CH:26]=[CH:25][CH:24]=1.[CH3:29]COCC>CN(C)C=O>[CH3:3][C:4]1[O:9][CH2:8][N:7]([C:10]([CH3:20])([CH3:21])[C:11](=[O:19])[C:12]([CH3:29])([CH3:18])[C:13]([O:15][CH2:16][CH3:17])=[O:14])[C:6](=[O:22])[C:5]=1[C:23]1[CH:24]=[CH:25][CH:26]=[CH:27][CH:28]=1 |f:0.1|. Reported procedure: Sodium hydride (67 mg of 60%) was added to a stirred solution of ethyl 4-(2,3-dihydro-6-methyl-4-oxo-5-phenyl-4H-1,3-oxazin-3-yl)-2,4-dimethyl-3-oxo-pentanoate (0.4 g) in N,N-dimethylformamide at 0° C. lodomethane (0.1 ml) was added and stirring continued for 16 hours. Ether was added and the organic phase washed (brine), dried (magnesium sulphate), evaporated and the residue purified by column chromatography eluting with ethyl acetate/hexane (1:2) to give ethyl 4-(2,3-dihydro-6-methyl-4-oxo-5-p...